Dataset: the Open Reaction Database (ORD), a public repository of structured organic reaction records. Task: describe an organic reaction: reactants, conditions, products, and yield Starting materials: C(CCC)C1=NC(=C(C(=N1)Cl)CC(=O)OCC)CC1=CC=C(C=C1)C1=C(C=CC=C1)C1=NN=NN1 (Ethyl 2-butyl-4-chloro-6-[[2'-(1H-tetrazol-5-yl)-(1,1'-biphenyl)-4-yl]-methyl]-5-pyrimidine acetate), O1CCOCC1 (dioxane), [OH-].[Na+] (sodium hydroxide), Cl (hydrochloric acid). The solvent is O (water). Conditions: time 16 hour. Product: C(CCC)C1=NC(=C(C(=N1)Cl)CC(=O)O)CC1=CC=C(C=C1)C1=C(C=CC=C1)C1=NN=NN1 (2-butyl-4-chloro-6-[[2'-(1H-tetrazol-5-yl)-(1,1'-biphenyl)-4-yl]methyl]-5-pyrimidine acetic acid). Isolated yield 70.4%. As a reaction SMILES: [CH2:1]([C:5]1[N:10]=[C:9]([Cl:11])[C:8]([CH2:12][C:13]([O:15]CC)=[O:14])=[C:7]([CH2:18][C:19]2[CH:24]=[CH:23][C:22]([C:25]3[CH:30]=[CH:29][CH:28]=[CH:27][C:26]=3[C:31]3[NH:35][N:34]=[N:33][N:32]=3)=[CH:21][CH:20]=2)[N:6]=1)[CH2:2][CH2:3][CH3:4].O1CCOCC1.[OH-].[Na+].Cl>O>[CH2:1]([C:5]1[N:10]=[C:9]([Cl:11])[C:8]([CH2:12][C:13]([OH:15])=[O:14])=[C:7]([CH2:18][C:19]2[CH:24]=[CH:23][C:22]([C:25]3[CH:30]=[CH:29][CH:28]=[CH:27][C:26]=3[C:31]3[NH:35][N:34]=[N:33][N:32]=3)=[CH:21][CH:20]=2)[N:6]=1)[CH2:2][CH2:3][CH3:4] |f:2.3|. Procedure: 128 mg of the product of Example 16 were introduced into 2.56 ml of dioxane and 0.52 ml of 2N sodium hydroxide and the mixture was stirred at ambient temperature for 16 hours, then diluted with 10 ml of water, neutralized with 0.52 ml of 2N hydrochloric acid and evaporated to dryness under reduced pressure to obtain 135 mg of crude product which was crystallized from ethyl acetate and hexane to obtain 85 mg of the expected product melting at 180° C. Reactants: [Cl-].C(C)(C)(C)OC(C[Zn+])=O ((2-tert-butoxy-2-oxoethyl)zinc(II) chloride), ClC1=CC=C(C(=O)C2=C(C=CC=C2)C=2C(=NOC2C)\C=N\[S@](=O)C(C)(C)C)C=C1 ((R,E)-N-((4-(2-(4-chlorobenzoyl)phenyl)-5-methylisoxazol-3-yl)methylene)-2-methylpropane-2-sulfinamide), C1CCOC1 (THF), [Cl-].C(C)(C)(C)OC(C[Zn+])=O ((2-tert-butoxy-2-oxoethyl)zinc(II) chloride). Solvent: [NH4+].[Cl-] (NH4Cl), CCOC(=O)C (EtOAc). Reaction conditions: time 2.5 hour. The product is ClC1=CC=C(C(=O)C2=C(C=CC=C2)C=2C(=NOC2C)[C@H](CC(=O)OC(C)(C)C)N[S@](=O)C(C)(C)C)C=C1 ((3S)-tert-butyl 3-(4-(2-(4-chlorobenzoyl)phenyl)-5-methylisoxazol-3-yl)-3-((R)-1,1-dimethylethylsulfinamido)propanoate), ClC1=CC=C(C(=O)C2=C(C=CC=C2)C=2C(=NOC2C)[C@@H](CC(=O)OC(C)(C)C)N[S@](=O)C(C)(C)C)C=C1 ((3R)-tert-butyl 3-(4-(2-(4-chlorobenzoyl)phenyl)-5-methylisoxazol-3-yl)-3-((R)-1,1-dimethylethylsulfinamido)propanoate). As a reaction SMILES: [Cl:1][C:2]1[CH:29]=[CH:28][C:5]([C:6]([C:8]2[CH:13]=[CH:12][CH:11]=[CH:10][C:9]=2[C:14]2[C:15](/[CH:20]=[N:21]/[S@@:22]([C:24]([CH3:27])([CH3:26])[CH3:25])=[O:23])=[N:16][O:17][C:18]=2[CH3:19])=[O:7])=[CH:4][CH:3]=1.C1COCC1.[Cl-].[C:36]([O:40][C:41](=[O:44])[CH2:42][Zn+])([CH3:39])([CH3:38])[CH3:37]>[NH4+].[Cl-].CCOC(C)=O>[Cl:1][C:2]1[CH:3]=[CH:4][C:5]([C:6]([C:8]2[CH:13]=[CH:12][CH:11]=[CH:10][C:9]=2[C:14]2[C:15]([C@@H:20]([NH:21][S@@:22]([C:24]([CH3:25])([CH3:26])[CH3:27])=[O:23])[CH2:42][C:41]([O:40][C:36]([CH3:39])([CH3:38])[CH3:37])=[O:44])=[N:16][O:17][C:18]=2[CH3:19])=[O:7])=[CH:28][CH:29]=1.[Cl:1][C:2]1[CH:3]=[CH:4][C:5]([C:6]([C:8]2[CH:13]=[CH:12][CH:11]=[CH:10][C:9]=2[C:14]2[C:15]([C@H:20]([NH:21][S@@:22]([C:24]([CH3:25])([CH3:26])[CH3:27])=[O:23])[CH2:42][C:41]([O:40][C:36]([CH3:39])([CH3:38])[CH3:37])=[O:44])=[N:16][O:17][C:18]=2[CH3:19])=[O:7])=[CH:28][CH:29]=1 |f:2.3,4.5|. Procedure: To a round bottomed flask was added (R,E)-N-((4-(2-(4-chlorobenzoyl)phenyl)-5-methylisoxazol-3-yl)methylene)-2-methylpropane-2-sulfinamide (0.480 g, 1.12 mmol) and THF (6 mL). This solution was cooled to 0° C. before addition of (2-tert-butoxy-2-oxoethyl)zinc(II) chloride (4.48 mL, 2.24 mmol). The solution was stirred at 0° C. before for 3.5 h before addition of more of (2-tert-butoxy-2-oxoethyl)zinc(II) chloride (1.12 mL, 0.560 mmol). The reaction was stirred for an additional 2.5 h before bein... Starting materials: N([C@@H](CC(C)C)C(=O)O)C(=O)OC(C)(C)C (Boc-Leu-OH), C1C2C=CC1C3C2C(=O)N(C3=O)O (HONB), C1CCC(CC1)N=C=NC2CCCCC2 (DCC), N([C@@H](CCCC)C(=O)N[C@@H](CC(N)=O)C(=O)N[C@@H]([C@H](O)C)C(=O)OCC1=CC=CC=C1)C(=O)OC(C)(C)C (Boc-Nle-Asn-Thr-OBzl), C(=O)(C(F)(F)F)O (TFA), Boc-Leu-ONB. The solvent is CN(C)C=O (DMF), TEA. Conditions: time 15 hour. The product is N([C@@H](CC(C)C)C(=O)N[C@@H](CCCC)C(=O)N[C@@H](CC(N)=O)C(=O)N[C@@H]([C@H](O)C)C(=O)OCC1=CC=CC=C1)C(=O)OC(C)(C)C (Boc-Leu-Nle-Asn-Thr-OBzl). Reaction SMILES: [NH:1](C(OC(C)(C)C)=O)[C@H:2]([C:7]([NH:9][C@H:10]([C:15]([NH:17][C@H:18]([C:22]([O:24][CH2:25][C:26]1[CH:31]=[CH:30][CH:29]=[CH:28][CH:27]=1)=[O:23])[C@@H:19]([CH3:21])[OH:20])=[O:16])[CH2:11][C:12](=[O:14])[NH2:13])=[O:8])[CH2:3][CH2:4][CH2:5][CH3:6].C(O)(C(F)(F)F)=O.[NH:46]([C:55]([O:57][C:58]([CH3:61])([CH3:60])[CH3:59])=[O:56])[C@H:47]([C:52]([OH:54])=O)[CH2:48][CH:49]([CH3:51])[CH3:50].C1C2C3C(=O)N(O)C(=O)C3C1C=C2.C1CCC(N=C=NC2CCCCC2)CC1>CN(C=O)C>[NH:46]([C:55]([O:57][C:58]([CH3:61])([CH3:60])[CH3:59])=[O:56])[C@H:47]([C:52]([NH:1][C@H:2]([C:7]([NH:9][C@H:10]([C:15]([NH:17][C@H:18]([C:22]([O:24][CH2:25][C:26]1[CH:27]=[CH:28][CH:29]=[CH:30][CH:31]=1)=[O:23])[C@@H:19]([CH3:21])[OH:20])=[O:16])[CH2:11][C:12](=[O:14])[NH2:13])=[O:8])[CH2:3][CH2:4][CH2:5][CH3:6])=[O:54])[CH2:48][CH:49]([CH3:50])[CH3:51]. Procedure: Boc-Nle-Asn-Thr-OBzl (3.50 g) was treated with TFA (30 ml) and the solvent was evaporated. The residue was triturated with ether to give powders, which were dissolved in DMF (30 ml) together with TEA (1.2 ml). To this was added Boc-Leu-ONB which was prepared from Boc-Leu-OH (1.66 g), HONB (1.41 g) and DCC (1.63 g). The mixture was stirred at room temperature for 15 hours and the solvent was evaporated. The residue was triturated with water (50 ml) to give powders, which were collected by filtrat... Reactants: C1CCOC1, COc1nccc2[nH]c(C)cc12, [H-], [Na+], BrCc1ccccc1-c1ccccc1. Yields the product COc1nccc2c1cc(C)n2Cc1ccccc1-c1ccccc1. Reaction SMILES: [CH2:29]1[O:30][CH2:31][CH2:32][CH2:33]1.[CH3:3][O:4][c:5]1[n:6][cH:7][cH:8][c:9]2[c:10]1[cH:11][c:12]([CH3:14])[nH:13]2.[H-:2].[Na+:1].[c:15]1(-[c:21]2[c:22]([CH2:23][Br:24])[cH:25][cH:26][cH:27][cH:28]2)[cH:16][cH:17][cH:18][cH:19][cH:20]1>>[CH3:3][O:4][c:5]1[n:6][cH:7][cH:8][c:9]2[c:10]1[cH:11][c:12]([CH3:14])[n:13]2[CH2:23][c:22]1[c:21](-[c:15]2[cH:16][cH:17][cH:18][cH:19][cH:20]2)[cH:28][cH:27][cH:26][cH:25]1.